Dataset: the Open Reaction Database (ORD), a public repository of structured organic reaction records. Task: describe an organic reaction: reactants, conditions, products, and yield Starting materials: C1(=CC=CC=C1)SC=1CCNCC1 (4-(phenylthio)-1,2,3,6-tetrahydropyridine), ClCCCC(=O)C1=CC=C(C=C1)F (4-chloro-p-fluorobutyrophenone), C([O-])([O-])=O.[K+].[K+] (potassium carbonate). Solvent: C1(=CC=CC=C1)C (toluene). Product: Cl.FC1=CC=C(C=C1)CC(CCN1CCC(=CC1)SC1=CC=CC=C1)=O (1-(4-Fluorophenyl)-4-[1,2,3,6-tetrahydro-4-(phenylthio)-1-pyridinyl]-butanone Hydrochloride). Yield: 36.5%. Reaction SMILES: [C:1]1([S:7][C:8]2[CH2:9][CH2:10][NH:11][CH2:12][CH:13]=2)[CH:6]=[CH:5][CH:4]=[CH:3][CH:2]=1.[Cl:14][CH2:15][CH2:16][CH2:17][C:18]([C:20]1[CH:25]=[CH:24][C:23]([F:26])=[CH:22][CH:21]=1)=O.C(=O)([O-])[O-:28].[K+].[K+]>C1(C)C=CC=CC=1>[ClH:14].[F:26][C:23]1[CH:24]=[CH:25][C:20]([CH2:18][C:17](=[O:28])[CH2:16][CH2:15][N:11]2[CH2:10][CH:9]=[C:8]([S:7][C:1]3[CH:6]=[CH:5][CH:4]=[CH:3][CH:2]=3)[CH2:13][CH2:12]2)=[CH:21][CH:22]=1 |f:2.3.4,6.7|. Reported procedure: A mixture of 16.7 g of 4-(phenylthio)-1,2,3,6-tetrahydropyridine, 17.6 g of 4-chloro-p-fluorobutyrophenone and 20 g of potassium carbonate in 200 ml of toluene is refluxed for 48 hours. The inorganic salts are separated by filtration. The filtrate is evaporated, and the residue is treated with dilute hydrochloric acid. The resulting precipitate is collected to afford 12.5 g (36.4%) of tan powder, m.p. 165°-170° C. dec. Three recrystallizations from acetonitrile gives tan plates, m.p. 172°-174° C...